Dataset: the Open Reaction Database (ORD), a public repository of structured organic reaction records. Task: describe an organic reaction: reactants, conditions, products, and yield Reactants: ClC1=CC=CC=2C(C3=C(C=CC=C3C(C12)=O)Cl)=O (1,5-dichloroanthraquinone), [OH-].[K+] (potassium hydroxide), C1(=CC=CC2=CC=CC=C12)O (1-naphthol), [OH-].[K+] (potassium hydroxide). Reagents/catalysts: [Cu] (copper). Run in CN(C)C=O (DMF), C1(=CC=CC=C1)C (toluene). Conditions: time 4 hour. Yields the product 21, C1(=CC=CC2=CC=CC=C12)OC1=CC=CC=2C(C3=C(C=CC=C3C(C12)=O)OC1=CC=CC2=CC=CC=C12)=O (1,5-bis(1-naphthyloxy)anthraquinone). Reaction SMILES: [C:1]1([OH:11])[C:10]2[C:5](=[CH:6][CH:7]=[CH:8][CH:9]=2)[CH:4]=[CH:3][CH:2]=1.[OH-:12].[K+].Cl[C:15]1[C:28]2[C:27](=[O:29])[C:26]3[C:21](=[C:22](Cl)[CH:23]=[CH:24][CH:25]=3)[C:20](=[O:31])[C:19]=2[CH:18]=[CH:17][CH:16]=1>C1(C)C=CC=CC=1.CN(C=O)C.[Cu]>[C:1]1([O:11][C:15]2[C:28]3[C:27](=[O:29])[C:26]4[C:21](=[C:22]([O:12][C:9]5[C:10]6[C:5](=[CH:4][CH:3]=[CH:2][CH:1]=6)[CH:6]=[CH:7][CH:8]=5)[CH:23]=[CH:24][CH:25]=4)[C:20](=[O:31])[C:19]=3[CH:18]=[CH:17][CH:16]=2)[C:10]2[C:5](=[CH:6][CH:7]=[CH:8][CH:9]=2)[CH:4]=[CH:3][CH:2]=1 |f:1.2|. Procedure: Under a nitrogen atmosphere, 50 parts of 1-naphthol and 17 parts of potassium hydroxide were dissolved in 500 parts of toluene, and the mixture was refluxed under heat. After stirred for 4 hours, the solution was allowed to cool, and the precipitated solid was filtered. Then, under a nitrogen stream, the precipitate obtained, 24 parts of 1,5-dichloroanthraquinone and 7.2 parts of copper powder were dissolved in 500 parts of DMF, and the mixture was refluxed under heat for 5 hours. The reaction s... Product: OC1=C(C(OC(C1)(C1=CC=CC=C1)C1=CC=CC=C1)=O)SC1=CC(=CC=C1)C (5,6-Dihydro-4-hydroxy-3-(3-methylphenylthio)-6,6-diphenyl-2H-pyran-2-one), solid. Procedure: The title compound was prepared as described in General Method 6 from 1.3 mmol of 3-bromo-5,6-dihydro-4-hydroxy-6,6-diphenyl-2H-pyran-2-one (prepared in example AAA), 1.4 mmol of 3-methylbenzenethiol, and 1.4 mmol of piperidine in 25 mL of dichloromethane. The product was triturated with hexane:ether (1:1) to afford a solid which was dissolved in 2N NaOH, washed with ether, acidified to pH 2, and extracted with ethyl acetate. The extract was washed with water, dried over MgSO4, and concentrated ... The solvent is ClCCl (dichloromethane), [OH-].[Na+] (NaOH). The reactants are N1CCCCC1 (piperidine), BrC=1C(OC(CC1O)(C1=CC=CC=C1)C1=CC=CC=C1)=O (3-bromo-5,6-dihydro-4-hydroxy-6,6-diphenyl-2H-pyran-2-one), CC=1C=C(C=CC1)S (3-methylbenzenethiol). As a reaction SMILES: Br[C:2]1[C:3](=[O:21])[O:4][C:5]([C:15]2[CH:20]=[CH:19][CH:18]=[CH:17][CH:16]=2)([C:9]2[CH:14]=[CH:13][CH:12]=[CH:11][CH:10]=2)[CH2:6][C:7]=1[OH:8].[CH3:22][C:23]1[CH:24]=[C:25]([SH:29])[CH:26]=[CH:27][CH:28]=1.N1CCCCC1>ClCCl.[OH-].[Na+]>[OH:8][C:7]1[CH2:6][C:5]([C:15]2[CH:20]=[CH:19][CH:18]=[CH:17][CH:16]=2)([C:9]2[CH:14]=[CH:13][CH:12]=[CH:11][CH:10]=2)[O:4][C:3](=[O:21])[C:2]=1[S:29][C:25]1[CH:26]=[CH:27][CH:28]=[C:23]([CH3:22])[CH:24]=1 |f:4.5|. Reported procedure: The title compound was prepared by the method of example 144 step (i) using the product from step (i), the product from example 151 step (iv) and THF as solvent. Yields the product ClC=1C=CC(=C(C1)C1=C(C=C(C=C1)S(=O)(=O)N(C)C)F)O[C@H](C(=O)O)C ([[5-Chloro-4′-[(dimethylamino)sulfonyl]-2′-fluoro[1,1′-biphenyl]-2-yl]oxy]-(2S)-propanoic acid). As a reaction SMILES: Br[C:2]1[CH:7]=[CH:6][C:5]([S:8]([N:11]([CH3:13])[CH3:12])(=[O:10])=[O:9])=[CH:4][C:3]=1[F:14].B([C:18]1[CH:29]=[C:28]([Cl:30])[CH:27]=[CH:26][C:19]=1[O:20][C@@H:21]([CH3:25])[C:22]([OH:24])=[O:23])(O)O>C1COCC1>[Cl:30][C:28]1[CH:29]=[CH:18][C:19]([O:20][C@@H:21]([CH3:25])[C:22]([OH:24])=[O:23])=[C:26]([C:2]2[CH:7]=[CH:6][C:5]([S:8]([N:11]([CH3:13])[CH3:12])(=[O:10])=[O:9])=[CH:4][C:3]=2[F:14])[CH:27]=1. The reactants are BrC1=C(C=C(C=C1)S(=O)(=O)N(C)C)F (4-Bromo-N,N-dimethyl-3-fluorobenzenesulfonamide), B(O)(O)C1=C(O[C@H](C(=O)O)C)C=CC(=C1)Cl (2-(2-Borono-4-chlorophenoxy)-(2S)-propanoic acid). The solvent is C1CCOC1 (THF). The reactants are C(C)(=O)Cl (acetylchloride), C(C)(C)N(C(C)C)CC (N,N-diisoproylethylamine), C1(=CC=CC=C1)C1CN(CCN1)CC1=CC=C(C=C1)C1=C(C=CC=C1)C(F)(F)F (3-phenyl-1-(2′-trifluoromethyl-biphenyl-4-ylmethyl)-piperazine). Run in C1CCOC1 (THF). Conditions: time 8 hour. Product: C1(=CC=CC=C1)C1N(CCN(C1)CC1=CC=C(C=C1)C1=C(C=CC=C1)C(F)(F)F)C(C)=O (1-[2-Phenyl-4-(2′-trifluoromethyl-biphenyl-4-ylmethyl)-piperazin-1-yl]-ethanone). Reaction SMILES: [C:1]1([CH:7]2[NH:12][CH2:11][CH2:10][N:9]([CH2:13][C:14]3[CH:19]=[CH:18][C:17]([C:20]4[CH:25]=[CH:24][CH:23]=[CH:22][C:21]=4[C:26]([F:29])([F:28])[F:27])=[CH:16][CH:15]=3)[CH2:8]2)[CH:6]=[CH:5][CH:4]=[CH:3][CH:2]=1.[C:30](Cl)(=[O:32])[CH3:31].C(N(CC)C(C)C)(C)C>C1COCC1>[C:1]1([CH:7]2[CH2:8][N:9]([CH2:13][C:14]3[CH:19]=[CH:18][C:17]([C:20]4[CH:25]=[CH:24][CH:23]=[CH:22][C:21]=4[C:26]([F:28])([F:29])[F:27])=[CH:16][CH:15]=3)[CH2:10][CH2:11][N:12]2[C:30](=[O:32])[CH3:31])[CH:2]=[CH:3][CH:4]=[CH:5][CH:6]=1. Procedure details: 55 mg of 3-phenyl-1-(2′-trifluoromethyl-biphenyl-4-ylmethyl)-piperazine was dissolved in THF, 2 equiv. of acetylchloride and 2 equiv. of N,N-diisoproylethylamine were added. The reaction was shaken at room temperature overnight. The solvent was removed in vacuo, the residue was dissolved in DCM, washed with 1M aqueous sodium hydroxide solution, then dried over sodium sulfate, filtered and concentrated in vacuo. The crude residue was purified by column chromatography to afford the title compound ... Starting materials: C1(=CC=CC=C1)N1CCN(CC1)CCN (4-phenylpiperazin-1-ylethylamine), C(CC)C1=CC(=NN1C(C)(C)C)C=O (5-propyl-1-t-butylpyrazole-3-carbaldehyde). The product is C(C)(C)(C)N1N=C(C=C1CCC)CNCCN1CCN(CC1)C1=CC=CC=C1 (1-t-butyl-5-propyl-3-[2-(4-phenylpiperazin-1-yl)ethyl]aminomethylpyrazole). Yield: 64.2%. As a reaction SMILES: [C:1]1([N:7]2[CH2:12][CH2:11][N:10]([CH2:13][CH2:14][NH2:15])[CH2:9][CH2:8]2)[CH:6]=[CH:5][CH:4]=[CH:3][CH:2]=1.[CH2:16]([C:19]1[N:23]([C:24]([CH3:27])([CH3:26])[CH3:25])[N:22]=[C:21]([CH:28]=O)[CH:20]=1)[CH2:17][CH3:18]>>[C:24]([N:23]1[C:19]([CH2:16][CH2:17][CH3:18])=[CH:20][C:21]([CH2:28][NH:15][CH2:14][CH2:13][N:10]2[CH2:9][CH2:8][N:7]([C:1]3[CH:2]=[CH:3][CH:4]=[CH:5][CH:6]=3)[CH2:12][CH2:11]2)=[N:22]1)([CH3:27])([CH3:26])[CH3:25]. Procedure details: Compound 3 was prepared using the same method as that of Example 1 except that 4-phenylpiperazin-1-ylethylamine and 5-propyl-1-t-butylpyrazole-3-carbaldehyde were used. Reactants: CC(C)Br, O=c1[nH]c(=O)c2c(ncn2Cc2ccccc2)[nH]1, CN(C)C=O, CO, [H-], [Na+], O. Product: CC(C)n1c(=O)[nH]c(=O)c2c1ncn2Cc1ccccc1. As a reaction SMILES: [Br:21][CH:22]([CH3:23])[CH3:24].[CH2:1]([c:2]1[cH:3][cH:4][cH:5][cH:6][cH:7]1)[n:8]1[cH:9][n:10][c:11]2[nH:12][c:13](=[O:18])[nH:14][c:15](=[O:17])[c:16]12.[CH3:25][N:26]([CH3:27])[CH:28]=[O:29].[CH3:31][OH:32].[H-:19].[Na+:20].[OH2:30]>>[CH2:1]([c:2]1[cH:3][cH:4][cH:5][cH:6][cH:7]1)[n:8]1[cH:9][n:10][c:11]2[n:12]([CH:22]([CH3:23])[CH3:24])[c:13](=[O:18])[nH:14][c:15](=[O:17])[c:16]12.